This data is from the Open Reaction Database (ORD), a public repository of structured organic reaction records. The task is: describe an organic reaction: reactants, conditions, products, and yield Starting materials: C(C)(=O)N1C(C(C2=CC(=CC=C12)F)(C)C)=O (1-acetyl-5-fluoro-3,3-dimethyl-1,3-dihydro-indol-2-one), Cl (hydrochloric acid). Run in O (water), C(C)(C)O (isopropanol), C(C)(C)O (isopropanol). The product is FC=1C=C2C(C(NC2=CC1)=O)(C)C (5-fluoro-3,3-dimethyl-1,3-dihydroindol-2-one). Reaction SMILES: C([N:4]1[C:12]2[C:7](=[CH:8][C:9]([F:13])=[CH:10][CH:11]=2)[C:6]([CH3:15])([CH3:14])[C:5]1=[O:16])(=O)C.Cl>C(O)(C)C.O>[F:13][C:9]1[CH:8]=[C:7]2[C:12](=[CH:11][CH:10]=1)[NH:4][C:5](=[O:16])[C:6]2([CH3:15])[CH3:14]. Reported procedure: 2.10 g (9.49 mmol) 1-acetyl-5-fluoro-3,3-dimethyl-1,3-dihydro-indol-2-one in 20 mL isopropanol were refluxed with 50 mL of an aqueous 6N hydrochloric acid solution for 1 h. After cooling the isopropanol was eliminated i. vac. The residue was diluted with 100 mL water and cooled with ice. The precipitated substance was suction filtered and washed with 30 mL water. The solid was dried in the CAD.